From a dataset of the Open Reaction Database (ORD), a public repository of structured organic reaction records. describe an organic reaction: reactants, conditions, products, and yield Starting materials: CC(C)N1CCC(NC(=O)OC(C)(C)C)C1, ClCCl, O=C(O)C(F)(F)F. Product: CC(C)N1CCC(N)C1. RXN SMILES: [C:1]([O:2][C:3](=[O:4])[NH:7][CH:8]1[CH2:9][N:10]([CH:13]([CH3:14])[CH3:15])[CH2:11][CH2:12]1)([CH3:5])([CH3:6])[CH3:16].[Cl:24][CH2:25][Cl:26].[OH:17][C:18]([C:19]([F:20])([F:21])[F:22])=[O:23]>>[NH2:7][CH:8]1[CH2:9][N:10]([CH:13]([CH3:14])[CH3:15])[CH2:11][CH2:12]1. The product is Cc1cc([N+](=O)[O-])cc(C(=O)O)c1Br. The reactants are CCO, COC(=O)c1cc([N+](=O)[O-])cc(C)c1Br, [Na+], [OH-]. RXN SMILES: [CH3:18][CH2:19][OH:20].[CH3:1][O:2][C:3]([c:4]1[c:5]([Br:14])[c:6]([CH3:13])[cH:7][c:8]([N+:10](=[O:11])[O-:12])[cH:9]1)=[O:15].[Na+:17].[OH-:16]>>[O:2]=[C:3]([c:4]1[c:5]([Br:14])[c:6]([CH3:13])[cH:7][c:8]([N+:10](=[O:11])[O-:12])[cH:9]1)[OH:15]. Reactants: [OH-].[Na+] (sodium hydroxide), CN1N=CC(=C1C)/C=C/C(=O)OCC (ethyl (2E)-3-(1,5-dimethyl-1H-pyrazol-4-yl)acrylate), Cl (Hydrochloric acid). Solvent: CO (methanol). Run at temperature 60 celsius, time 14 hour. The product is CN1N=CC(=C1C)/C=C/C(=O)O ((2E)-3-(1,5-dimethyl-1H-pyrazol-4-yl)acrylic acid). Isolated yield 87.0%. Reaction SMILES: [CH3:1][N:2]1[C:6]([CH3:7])=[C:5](/[CH:8]=[CH:9]/[C:10]([O:12]CC)=[O:11])[CH:4]=[N:3]1.[OH-].[Na+].Cl>CO>[CH3:1][N:2]1[C:6]([CH3:7])=[C:5](/[CH:8]=[CH:9]/[C:10]([OH:12])=[O:11])[CH:4]=[N:3]1 |f:1.2|. Procedure details: To a mixture of ethyl (2E)-3-(1,5-dimethyl-1H-pyrazol-4-yl)acrylate (380 mg) and methanol (20 ml) was added a 2N aqueous sodium hydroxide solution (2.0 ml), and the mixture was stirred at 60° C. for 14 hrs. 1N Hydrochloric acid was poured into the reaction mixture, and the mixture was extracted with ethyl acetate. The organic layer was washed with water, dried over anhydrous magnesium sulfate, and concentrated. Recrystallization of the residue from ethyl acetate-hexane gave (2E)-3-(1,5-dimethyl-...